From a dataset of the Open Reaction Database (ORD), a public repository of structured organic reaction records. describe an organic reaction: reactants, conditions, products, and yield Reactants: [BH4-], Cc1ccccc1, O=Cc1ccc(F)cc1, Nc1ccccc1C(=O)O, [Na+], Cc1ccc(S(=O)(=O)O)cc1. Yields the product O=C(O)c1ccccc1NCc1ccc(F)cc1. As a reaction SMILES: [BH4-:31].[CH3:33][c:34]1[cH:35][cH:36][cH:37][cH:38][cH:39]1.[F:11][c:12]1[cH:13][cH:14][c:15]([CH:16]=[O:17])[cH:18][cH:19]1.[NH2:1][c:2]1[cH:3][cH:4][cH:5][cH:6][c:7]1[C:8]([OH:9])=[O:10].[Na+:32].[c:20]1([CH3:21])[cH:22][cH:23][c:24]([S:25]([OH:26])(=[O:27])=[O:28])[cH:29][cH:30]1>>[NH:1]([c:2]1[cH:3][cH:4][cH:5][cH:6][c:7]1[C:8]([OH:9])=[O:10])[CH2:16][c:15]1[cH:14][cH:13][c:12]([F:11])[cH:19][cH:18]1. Starting materials: quaternary ammonium salt, oil, BrBr (bromine), [Br-].[Br-].[Br-].C(CC)[N+](CCOCCOC)(CCOCCOC)CCOCCOC.C(CC)[N+](CCOCCOC)(CCOCCOC)CCOCCOC.C(CC)[N+](CCOCCOC)(CCOCCOC)CCOCCOC (N-propyl-N,N,N-tris(3,6-dioxaheptyl)ammonium tribromide). Product: [Br-].[Br-].[Br-].C(=CC)[N+](CCOCCOC)(CCOCCOC)CCOCCOC.C(=CC)[N+](CCOCCOC)(CCOCCOC)CCOCCOC.C(=CC)[N+](CCOCCOC)(CCOCCOC)CCOCCOC (N-propenyl-N,N,N-tris-(3,6-dioxaheptyl)ammonium tribromide). RXN SMILES: [Br:1]Br.[Br-].[Br-].[Br-].[CH2:6]([N+:9]([CH2:24][CH2:25][O:26][CH2:27][CH2:28][O:29][CH3:30])([CH2:17][CH2:18][O:19][CH2:20][CH2:21][O:22][CH3:23])[CH2:10][CH2:11][O:12][CH2:13][CH2:14][O:15][CH3:16])[CH2:7][CH3:8].[CH2:31]([N+:34]([CH2:49][CH2:50][O:51][CH2:52][CH2:53][O:54][CH3:55])([CH2:42][CH2:43][O:44][CH2:45][CH2:46][O:47][CH3:48])[CH2:35][CH2:36][O:37][CH2:38][CH2:39][O:40][CH3:41])[CH2:32][CH3:33].[CH2:56]([N+:59]([CH2:74][CH2:75][O:76][CH2:77][CH2:78][O:79][CH3:80])([CH2:67][CH2:68][O:69][CH2:70][CH2:71][O:72][CH3:73])[CH2:60][CH2:61][O:62][CH2:63][CH2:64][O:65][CH3:66])[CH2:57][CH3:58]>>[Br-:1].[Br-:1].[Br-:1].[CH:6]([N+:9]([CH2:10][CH2:11][O:12][CH2:13][CH2:14][O:15][CH3:16])([CH2:24][CH2:25][O:26][CH2:27][CH2:28][O:29][CH3:30])[CH2:17][CH2:18][O:19][CH2:20][CH2:21][O:22][CH3:23])=[CH:7][CH3:8].[CH:31]([N+:34]([CH2:35][CH2:36][O:37][CH2:38][CH2:39][O:40][CH3:41])([CH2:49][CH2:50][O:51][CH2:52][CH2:53][O:54][CH3:55])[CH2:42][CH2:43][O:44][CH2:45][CH2:46][O:47][CH3:48])=[CH:32][CH3:33].[CH:56]([N+:59]([CH2:60][CH2:61][O:62][CH2:63][CH2:64][O:65][CH3:66])([CH2:74][CH2:75][O:76][CH2:77][CH2:78][O:79][CH3:80])[CH2:67][CH2:68][O:69][CH2:70][CH2:71][O:72][CH3:73])=[CH:57][CH3:58] |f:1.2.3.4.5.6,7.8.9.10.11.12|. Procedure details: The crude quaternary ammonium salt (5.36 g, 12 mmoles) was placed in a round bottom flask and bromine (0.61 ml, 1.92 g, 12 mmoles) added dropwise from a buret with vigorous stirring. The product, N-propyl-N,N,N-tris(3,6-dioxaheptyl)ammonium tribromide, was a dark red oil (yield 7.27 g, 100%). %Brtot =39.18 (exp), 39.54 (calc): %Brox =20.38 (exp), 26.36 (calc). Reactants: CCO, CCOC(=O)CCSc1cc(C)c2ncc(C(N)=O)c(Nc3ccc(F)c(OC)c3)c2c1, [Na+], [OH-]. The product is COc1cc(Nc2c(C(N)=O)cnc3c(C)cc(SCCC(=O)O)cc23)ccc1F. Reaction SMILES: [CH3:35][CH2:36][OH:37].[NH2:1][C:2](=[O:3])[c:4]1[cH:5][n:6][c:7]2[c:8]([CH3:32])[cH:9][c:10]([S:24][CH2:25][CH2:26][C:27](=[O:28])[O:29][CH2:30][CH3:31])[cH:11][c:12]2[c:13]1[NH:14][c:15]1[cH:16][c:17]([O:22][CH3:23])[c:18]([F:21])[cH:19][cH:20]1.[Na+:34].[OH-:33]>>[NH2:1][C:2](=[O:3])[c:4]1[cH:5][n:6][c:7]2[c:8]([CH3:32])[cH:9][c:10]([S:24][CH2:25][CH2:26][C:27](=[O:28])[OH:29])[cH:11][c:12]2[c:13]1[NH:14][c:15]1[cH:16][c:17]([O:22][CH3:23])[c:18]([F:21])[cH:19][cH:20]1. Yields the product BrC=1C=C(C(=O)NC2=NN3C(C(=CC=C3OC)C3=CC=CC=C3)=N2)C=CC1 (3-Bromo-N-(5-methoxy-8-phenyl-[1,2,4]triazolo[1,5-a]pyridin-2-yl)-benzamide). The reactants are COC1=CC=C(C=2N1N=C(N2)N)C2=CC=CC=C2 (5-methoxy-8-phenyl-[1,2,4]triazolo[1,5-a]pyridin-2-y-lamine), BrC=1C=C(C=CC1)C(=O)Cl (3-bromo-phenyl carboxylic acid chloride). RXN SMILES: [CH3:1][O:2][C:3]1[N:8]2[N:9]=[C:10]([NH2:12])[N:11]=[C:7]2[C:6]([C:13]2[CH:18]=[CH:17][CH:16]=[CH:15][CH:14]=2)=[CH:5][CH:4]=1.[Br:19][C:20]1[CH:21]=[C:22]([C:26](Cl)=[O:27])[CH:23]=[CH:24][CH:25]=1>>[Br:19][C:20]1[CH:21]=[C:22]([CH:23]=[CH:24][CH:25]=1)[C:26]([NH:12][C:10]1[N:11]=[C:7]2[C:6]([C:13]3[CH:14]=[CH:15][CH:16]=[CH:17][CH:18]=3)=[CH:5][CH:4]=[C:3]([O:2][CH3:1])[N:8]2[N:9]=1)=[O:27]. Procedure: According to example 6, the title compound was synthesized from 5-methoxy-8-phenyl-[1,2,4]triazolo[1,5-a]pyridin-2-y-lamine and 3-bromo-phenyl carboxylic acid chloride (MS m/e (%): 423.3 (M+H+, 100). Yield: 70.0%. Yields the product BrC1=CC(=C(N)C=C1F)[N+](=O)[O-] (4-bromo-5-fluoro-2-nitroaniline). The solvent is CC(=O)O (HOAc). Procedure details: A solution of 5-fluoro-2-nitroaniline (1.5 g, 9.61 mmol) and NBS (1.7 g, 9.55 mmol) in HOAc (75 mL) was heated at reflux for 90 min. The reaction mixture was then poured into ice water (300 mL) and stirred for 10 min. A bright yellow precipitate was collected by filtration and dried in vacuo overnight to afford 1.57 g (76%) of 4-bromo-5-fluoro-2-nitroaniline (96): MS (ESI) m/z=235 [M+1]+. Starting materials: FC=1C=CC(=C(N)C1)[N+](=O)[O-] (5-fluoro-2-nitroaniline), C1CC(=O)N(C1=O)Br (NBS), ice water. Conditions: time 10 minute. As a reaction SMILES: [F:1][C:2]1[CH:3]=[CH:4][C:5]([N+:9]([O-:11])=[O:10])=[C:6]([CH:8]=1)[NH2:7].C1C(=O)N([Br:19])C(=O)C1>CC(O)=O>[Br:19][C:3]1[C:2]([F:1])=[CH:8][C:6]([NH2:7])=[C:5]([N+:9]([O-:11])=[O:10])[CH:4]=1.